describe an organic reaction: reactants, conditions, products, and yield From a dataset of the Open Reaction Database (ORD), a public repository of structured organic reaction records. Solvent: C(C)#N (acetonitrile). Reactants: ClC=1C(=NC=C(C1)Cl)C(CNC(C1=C(C=CC=C1)C(F)(F)F)=O)=NOCC (N-[2-(3,5-dichloropyridin-2-yl)-2-(ethoxyimino)ethyl]-2-(trifluoromethyl)benzamide), quartz. Isolated yield 21.7%. RXN SMILES: [Cl:1][C:2]1[C:3]([C:9](=[N:24][O:25][CH2:26][CH3:27])[CH2:10][NH:11][C:12](=[O:23])[C:13]2[CH:18]=[CH:17][CH:16]=[CH:15][C:14]=2[C:19]([F:22])([F:21])[F:20])=[N:4][CH:5]=[C:6]([Cl:8])[CH:7]=1>C(#N)C>[Cl:1][C:2]1[C:3](/[C:9](=[N:24]\[O:25][CH2:26][CH3:27])/[CH2:10][NH:11][C:12](=[O:23])[C:13]2[CH:18]=[CH:17][CH:16]=[CH:15][C:14]=2[C:19]([F:21])([F:20])[F:22])=[N:4][CH:5]=[C:6]([Cl:8])[CH:7]=1. Procedure details: 190 mg of N-[2-(3,5-dichloropyridin-2-yl)-2-(ethoxyimino)ethyl]-2-(trifluoromethyl)benzamide was dissolved in 4 ml of acetonitrile, and the solution was irradiated with light for 2.5 hours in a quartz cell (manufactured by Fine, 4 clear windows for spectroscopy) using a 100 W high-pressure mercury lamp (manufactured by USHIO INC., lamp: UM-102, power supply: UM-103B-B). After completion of the reaction, the solvent was evaporated under reduced pressure, and the resulting residue was purified by ... The product is ClC=1C(=NC=C(C1)Cl)\C(\CNC(C1=C(C=CC=C1)C(F)(F)F)=O)=N/OCC ((Z)—N-[2-(3,5-dichloropyridin-2-yl)-2-(ethoxyimino)ethyl]-2-(trifluoromethyl)benzamide). Reactants: CCOc1cc(C(C)(C)C)ncc1C1=NC(C)(c2ccc(Cl)cc2)C(C)(c2ccc(Cl)cc2)N1C(=O)N1CCC(CC(=O)O)CC1, CCCCCCN. The product is CCCCCCNC(=O)CC1CCN(C(=O)N2C(c3cnc(C(C)(C)C)cc3OCC)=NC(C)(c3ccc(Cl)cc3)C2(C)c2ccc(Cl)cc2)CC1. RXN SMILES: [C:1]([CH3:2])([CH3:3])([CH3:4])[c:5]1[cH:6][c:7]([O:44][CH2:45][CH3:46])[c:8]([C:11]2=[N:15][C:14]([CH3:16])([c:17]3[cH:18][cH:19][c:20]([Cl:23])[cH:21][cH:22]3)[C:13]([CH3:24])([c:25]3[cH:26][cH:27][c:28]([Cl:31])[cH:29][cH:30]3)[N:12]2[C:32](=[O:33])[N:34]2[CH2:35][CH2:36][CH:37]([CH2:40][C:41](=[O:42])[OH:43])[CH2:38][CH2:39]2)[cH:9][n:10]1.[CH2:47]([CH2:48][CH2:49][CH2:50][CH2:51][CH3:52])[NH2:53]>>[C:1]([CH3:2])([CH3:3])([CH3:4])[c:5]1[cH:6][c:7]([O:44][CH2:45][CH3:46])[c:8]([C:11]2=[N:15][C:14]([CH3:16])([c:17]3[cH:18][cH:19][c:20]([Cl:23])[cH:21][cH:22]3)[C:13]([CH3:24])([c:25]3[cH:26][cH:27][c:28]([Cl:31])[cH:29][cH:30]3)[N:12]2[C:32](=[O:33])[N:34]2[CH2:35][CH2:36][CH:37]([CH2:40][C:41](=[O:42])[NH:53][CH2:47][CH2:48][CH2:49][CH2:50][CH2:51][CH3:52])[CH2:38][CH2:39]2)[cH:9][n:10]1. The reactants are Cc1ccc(Br)c(C)n1, O=C(O)c1ccc(B(O)O)c2ccccc12, O=C([O-])[O-], COCCOC, Cl, [Na+], [Na+], O, c1ccc(P(c2ccccc2)(c2ccccc2)[Pd](P(c2ccccc2)(c2ccccc2)c2ccccc2)(P(c2ccccc2)(c2ccccc2)c2ccccc2)P(c2ccccc2)(c2ccccc2)c2ccccc2)cc1. The product is Cc1ccc(-c2ccc(C(=O)O)c3ccccc23)c(C)n1. RXN SMILES: [Br:18][c:19]1[c:20]([CH3:26])[n:21][c:22]([CH3:25])[cH:23][cH:24]1.[C:1](=[O:2])([OH:3])[c:4]1[cH:5][cH:6][c:7]([B:14]([OH:15])[OH:16])[c:8]2[cH:9][cH:10][cH:11][cH:12][c:13]12.[C:27](=[O:28])([O-:29])[O-:30].[CH3:33][O:34][CH2:35][CH2:36][O:37][CH3:38].[ClH:17].[Na+:31].[Na+:32].[OH2:39].[cH:40]1[cH:41][cH:42][c:43]([P:44]([Pd:45]([P:46]([c:47]2[cH:48][cH:49][cH:50][cH:51][cH:52]2)([c:53]2[cH:54][cH:55][cH:56][cH:57][cH:58]2)[c:59]2[cH:60][cH:61][cH:62][cH:63][cH:64]2)([P:65]([c:66]2[cH:67][cH:68][cH:69][cH:70][cH:71]2)([c:72]2[cH:73][cH:74][cH:75][cH:76][cH:77]2)[c:78]2[cH:79][cH:80][cH:81][cH:82][cH:83]2)[P:84]([c:85]2[cH:86][cH:87][cH:88][cH:89][cH:90]2)([c:91]2[cH:92][cH:93][cH:94][cH:95][cH:96]2)[c:97]2[cH:98][cH:99][cH:100][cH:101][cH:102]2)([c:103]2[cH:104][cH:105][cH:106][cH:107][cH:108]2)[c:109]2[cH:110][cH:111][cH:112][cH:113][cH:114]2)[cH:115][cH:116]1>>[C:1](=[O:2])([OH:3])[c:4]1[cH:5][cH:6][c:7](-[c:19]2[c:20]([CH3:26])[n:21][c:22]([CH3:25])[cH:23][cH:24]2)[c:8]2[cH:9][cH:10][cH:11][cH:12][c:13]12. Reactants: C(#N)C1=C(C=CC=C1)\C=C/C(=O)O ((Z)-3-(2-cyanophenyl)acrylic acid), [H][H] (hydrogen). Reagents/catalysts: [Pd] (Palladium). The solvent is C(C)O (ethanol), C(C)O (ethanol). Yields the product C(#N)C1=C(C=CC=C1)CCC(=O)O (3-(2-Cyanophenyl)propanoic acid). Yield: 90.7%. Reaction SMILES: [C:1]([C:3]1[CH:8]=[CH:7][CH:6]=[CH:5][C:4]=1/[CH:9]=[CH:10]\[C:11]([OH:13])=[O:12])#[N:2].[H][H]>C(O)C.[Pd]>[C:1]([C:3]1[CH:8]=[CH:7][CH:6]=[CH:5][C:4]=1[CH2:9][CH2:10][C:11]([OH:13])=[O:12])#[N:2]. Procedure: A slurry of (Z)-3-(2-cyanophenyl)acrylic acid (Example 323a, 4.75 g) in ethanol (50 mL) was added to 5% Palladium (0.292 g) in ethanol (50 mL) and hydrogenated under 2.0 bar hydrogen pressure for 2 h. The reaction mixture was filtered and the filtrate evaporated to dryness to afford the sub title compound as a solid (4.36 g). The reactants are [Cl-].[NH4+] (ammonium chloride), C1(CC1)[Mg]Br (cyclopropylmagnesium bromide), C1=CC=CC=2C(C3=C(C=CC21)C=CC=C3)=O (5H-dibenzo[a,d]cyclohepten-5-one). The solvent is O (water), C1CCOC1 (THF), C1CCOC1 (THF). Yields the product C1(CC1)C1(C2=C(C=CC3=C1C=CC=C3)C=CC=C2)O (5-cyclopropyl-5H-dibenzo[a,d]cyclohepten-5-ol). Reaction SMILES: [CH:1]1([Mg]Br)[CH2:3][CH2:2]1.[CH:6]1[C:16]2[CH:15]=[CH:14][C:13]3[CH:17]=[CH:18][CH:19]=[CH:20][C:12]=3[C:11](=[O:21])[C:10]=2[CH:9]=[CH:8][CH:7]=1.[Cl-].[NH4+]>C1COCC1.O>[CH:1]1([C:11]2([OH:21])[C:12]3[CH:20]=[CH:19][CH:18]=[CH:17][C:13]=3[CH:14]=[CH:15][C:16]3[CH:6]=[CH:7][CH:8]=[CH:9][C:10]2=3)[CH2:3][CH2:2]1 |f:2.3|. Procedure details: A solution of cyclopropylmagnesium bromide in dry THF (prepared from cyclopropylbromide (8.0 g, 0.067 mol), magnesium turnings (1.3 g, 0.053 mol) and dry THF (35 ml)) was placed under an atmosphere of nitrogen. A solution of 5H-dibenzo[a,d]cyclohepten-5-one (6.0 g, 0.028 mol) in dry THF (15 ml) was added dropwise and when addition was complete the mixture was heated at reflux for 30 minutes. The reaction mixture was cooled on an ice-bath and saturated ammonium chloride (35 ml) was carefully adde...